From a dataset of the Open Reaction Database (ORD), a public repository of structured organic reaction records. describe an organic reaction: reactants, conditions, products, and yield Starting materials: ClC=1C=C(C=CC1C(C(C(F)(F)F)(O)C1=CC(=NC=C1)Cl)C)OS(=O)(=O)C(F)(F)F (trifluoromethanesulfonic acid 3-chloro-4-[2-(2-chloro-pyridin-4-yl)-3,3,3-trifluoro-2-hydroxy-1-methyl-propyl]-phenyl ester), C(C)OC(=O)C=1C=C(C=CC1)B(O)O (3-ethoxycarbonylphenylboronic acid). Yields the product C(C)OC(=O)C=1C=C(C=CC1)C1=CC(=C(C=C1)C(C(C(F)(F)F)(O)C1=CC(=NC=C1)C1=CC(=CC=C1)C(=O)OCC)C)Cl (3′-Chloro-4′-{2-[2-(3-ethoxycarbonyl-phenyl)-pyridin-4-yl]-3,3,3-trifluoro-2-hydroxy-1-methyl-propyl}-biphenyl-3-carboxylic acid ethyl ester). As a reaction SMILES: [Cl:1][C:2]1[CH:3]=[C:4](OS(C(F)(F)F)(=O)=O)[CH:5]=[CH:6][C:7]=1[CH:8]([CH3:22])[C:9]([C:15]1[CH:20]=[CH:19][N:18]=[C:17](Cl)[CH:16]=1)([OH:14])[C:10]([F:13])([F:12])[F:11].[CH2:31]([O:33][C:34]([C:36]1[CH:37]=[C:38](B(O)O)[CH:39]=[CH:40][CH:41]=1)=[O:35])[CH3:32]>>[CH2:31]([O:33][C:34]([C:36]1[CH:37]=[C:38]([C:4]2[CH:5]=[CH:6][C:7]([CH:8]([CH3:22])[C:9]([C:15]3[CH:20]=[CH:19][N:18]=[C:17]([C:38]4[CH:39]=[CH:40][CH:41]=[C:36]([C:34]([O:33][CH2:31][CH3:32])=[O:35])[CH:37]=4)[CH:16]=3)([OH:14])[C:10]([F:11])([F:13])[F:12])=[C:2]([Cl:1])[CH:3]=2)[CH:39]=[CH:40][CH:41]=1)=[O:35])[CH3:32]. Procedure: In analogy to Example 49, trifluoromethanesulfonic acid 3-chloro-4-[2-(2-chloro-pyridin-4-yl)-3,3,3-trifluoro-2-hydroxy-1-methyl-propyl]-phenyl ester) (Example 26, step 1) was reacted with 3-ethoxycarbonylphenylboronic acid 4 h at 70° C. to give the title compound as a white solid. MS (m/e)=612.2 [M+H+].